Dataset: the Open Reaction Database (ORD), a public repository of structured organic reaction records. Task: describe an organic reaction: reactants, conditions, products, and yield Starting materials: P(=O)([O-])([O-])[O-] (phosphate), C1CCOC1 (THF), C(C)#N (acetonitrile), [N+](=O)([O-])C1=CC=C(COC(=O)C=2N3C(C([C@H]3SC2)(Br)C(C2=NN3CSCCC3=C2)OC(C)=O)=O)C=C1 ((5R)-6-[acetoxy-(4,5-dihydro-6-thia-1,7a-diazainden-2-yl)methyl]-6-bromo-7-oxo-4-thia-1-azabicyclo[3.2.0]hept-2-ene-2-carboxylic acid p-nitrobenzyl ester). The reagents and catalysts are [Zn] (Zn). Solvent: C(C)(=O)OCC (Ethyl acetate). Run at time 1.5 hour. The product is C(C)OC(=O)C1=NN2CSCCC2=C1 (4,5-Dihydro-6-thia-1,7a-diazaindene-2-carboxylic acid ethylester). Yield: 40.5%. RXN SMILES: P([O-])([O-])([O-])=O.C1C[O:9]CC1.C(#N)C.[N+](C1C=CC(COC(C2N3[C@H](SC=2)C([CH:33]([O:43][C:44](=O)[CH3:45])[C:34]2[CH:42]=[C:41]4[N:36]([CH2:37][S:38][CH2:39][CH2:40]4)[N:35]=2)(Br)C3=O)=O)=CC=1)([O-])=O>[Zn].C(OCC)(=O)C>[CH2:44]([O:43][C:33]([C:34]1[CH:42]=[C:41]2[N:36]([CH2:37][S:38][CH2:39][CH2:40]2)[N:35]=1)=[O:9])[CH3:45]. Procedure details: Freshly activated Zn dust (21.4 g) was added rapidly with 0.5 mol/L phosphate buffer (pH 6.5, 112 mL) to the THF (76 mL) and acetonitrile (36 mL) solution of crude (5R)-6-[acetoxy-(4,5-dihydro-6-thia-1,7a-diazainden-2-yl)methyl]-6-bromo-7-oxo-4-thia-1-azabicyclo[3.2.0]hept-2-ene-2-carboxylic acid p-nitrobenzyl ester. The reaction vessel was covered with foil to exclude light. The reaction mixture was vigorously stirred for 1.5 h at room temperature. The reaction solution was cooled at 0° C., and... Starting materials: ON=C1C(NC2=CC=CC=C12)=O (3-(hydroxyimino)indolin-2-one), C(C)O (ethanol). The reagents and catalysts are [Rh] (Rh/C). Conditions: time 12 hour. Yields the product CC1=CC=C(CC(=O)NC2C(NC3=CC=CC=C23)=O)C=C1 ((RS)-3-((4-Methylbenzyl)carbonylamino)indolin-2-one). Isolated yield 18.0%. RXN SMILES: O[N:2]=[C:3]1[C:11]2[C:6](=[CH:7][CH:8]=[CH:9][CH:10]=2)[NH:5][C:4]1=[O:12].[CH2:13]([OH:15])[CH3:14]>[Rh]>[CH3:3][C:11]1[CH:6]=[CH:7][C:8]([CH2:14][C:13]([NH:2][CH:3]2[C:11]3[C:6](=[CH:7][CH:8]=[CH:9][CH:10]=3)[NH:5][C:4]2=[O:12])=[O:15])=[CH:9][CH:10]=1. Procedure details: A solution of 4.86 g of 3-(hydroxyimino)indolin-2-one and 100 mg of 5% Rh/C in 300 ml of ethanol was stirred at room temperature under a hydrogen atmosphere for 1 day. The reaction mixture was filtered through Cerite, and the filtrate was concentrated. The concentrate was dissolved in 50 ml of N,N-dimethylformamide, and 5.15 g of dicyclohexyl-carbodiimide, 3.83 g of 1-hydroxybenzotriazole, and 3.75 g of p-tolylacetic acid were added thereto successively. The mixture was stirred at the same tempe...